describe an organic reaction: reactants, conditions, products, and yield From a dataset of the Open Reaction Database (ORD), a public repository of structured organic reaction records. The reactants are COC(C)(C)C, C1CCOC1, Fc1cc(Br)ccc1OCc1ccccc1, O=CN1CCOCC1, Cl, [Mg]. Yields the product O=Cc1ccc(OCc2ccccc2)c(F)c1. As a reaction SMILES: [C:32]([O:33][CH3:34])([CH3:35])([CH3:36])[CH3:37].[CH2:27]1[O:28][CH2:29][CH2:30][CH2:31]1.[CH2:2]([c:3]1[cH:4][cH:5][cH:6][cH:7][cH:8]1)[O:9][c:10]1[c:11]([F:17])[cH:12][c:13]([Br:16])[cH:14][cH:15]1.[CH:18](=[O:19])[N:20]1[CH2:21][CH2:22][O:23][CH2:24][CH2:25]1.[ClH:26].[Mg:1]>>[CH2:2]([c:3]1[cH:4][cH:5][cH:6][cH:7][cH:8]1)[O:9][c:10]1[c:11]([F:17])[cH:12][c:13]([CH:18]=[O:19])[cH:14][cH:15]1. Starting materials: C(C=C)OC1(CCN(CC1)C1=C(C(=NC=2N1N=C(C2)COCC2=C(C=CC(=C2)F)O[C@@H](C)CC=C)C)[C@@H](C(=O)O)OC(C)(C)C)C ((S)-2-(7-(4-(allyloxy)-4-methylpiperidin-1-yl)-2-(((5-fluoro-2-((S)-pent-4-en-2-yloxy)benzyl)oxy)methyl)-5-methylpyrazolo[1,5-a]pyrimidin-6-yl)-2-(tert-butoxy)acetic acid). The reagents and catalysts are C1(=C(C(=CC(=C1)C)C)N1C(N(CC1)C1=C(C=C(C=C1C)C)C)=[Ru](=CC1=C(C=CC=C1)OC(C)C)(Cl)Cl)C.CC1=CC(=C(C(=C1)C)N2CCN(C2=[Ru](=CC3=C(C=CC=C3)OC(C)C)(Cl)Cl)C4=C(C=C(C=C4C)C)C)C ((1,3-dimesitylimidazolidin-2-ylidene)(2-isopropoxybenzylidene)ruthenium(VI) chloride Hoveyda-Grubbs II), [Cu]I (copper(I) iodide). Run in ClCCCl (DCE). Run at temperature 90 celsius, time 3 hour. Product: C(C)(C)(C)O[C@H](C(=O)O)C1=C2N3CCC(OC\C=C/C[C@@H](OC4=CC=C(C=C4COCC4=NN2C(N=C1C)=C4)F)C)(CC3)C ((2S)-2-(tert-butoxy)-2-[(20S,22Z)-15-fluoro-4,20,26-trimethyl-11,19,25-trioxa-1,5,7,8-tetraazapentacyclo[24.2.2.16,9.02,7.013,18]hentriaconta-2,4,6(31),8,13,15,17,22-octaen-3-yl]acetic acid). Isolated yield 51.6%. Reaction SMILES: [CH2:1]([O:4][C:5]1([CH3:46])[CH2:10][CH2:9][N:8]([C:11]2[N:16]3[N:17]=[C:18]([CH2:20][O:21][CH2:22][C:23]4[CH:28]=[C:27]([F:29])[CH:26]=[CH:25][C:24]=4[O:30][C@H:31]([CH2:33]C=C)[CH3:32])[CH:19]=[C:15]3[N:14]=[C:13]([CH3:36])[C:12]=2[C@H:37]([O:41][C:42]([CH3:45])([CH3:44])[CH3:43])[C:38]([OH:40])=[O:39])[CH2:7][CH2:6]1)[CH:2]=[CH2:3]>ClCCCl.C1(C)C=C(C)C=C(C)C=1N1CCN(C2C(C)=CC(C)=CC=2C)C1=[Ru](Cl)(Cl)=CC1C=CC=CC=1OC(C)C.CC1C=C(C)C(N2C(=[Ru](Cl)(Cl)=CC3C=CC=CC=3OC(C)C)N(C3C(C)=CC(C)=CC=3C)CC2)=C(C)C=1.[Cu]I>[C:42]([O:41][C@@H:37]([C:12]1[C:13]([CH3:36])=[N:14][C:15]2=[CH:19][C:18]3=[N:17][N:16]2[C:11]=1[N:8]1[CH2:9][CH2:10][C:5]([CH3:46])([O:4][CH2:1][CH:2]=[CH:3][CH2:32][C@H:31]([CH3:33])[O:30][C:24]2[C:23]([CH2:22][O:21][CH2:20]3)=[CH:28][C:27]([F:29])=[CH:26][CH:25]=2)[CH2:6][CH2:7]1)[C:38]([OH:40])=[O:39])([CH3:43])([CH3:44])[CH3:45] |f:2.3|. Procedure details: To a solution of (S)-2-(7-(4-(allyloxy)-4-methylpiperidin-1-yl)-2-(((5-fluoro-2-((S)-pent-4-en-2-yloxy)benzyl)oxy)methyl)-5-methylpyrazolo[1,5-a]pyrimidin-6-yl)-2-(tert-butoxy)acetic acid (20 mg, 0.031 mmol) in DCE (75 mL) were added (1,3-dimesitylimidazolidin-2-ylidene)(2-isopropoxybenzylidene)ruthenium(VI) chloride/Hoveyda-Grubbs II (4.90 mg, 7.83 μmol) and copper(I) iodide (5.96 mg, 0.031 mmol) and the mixture was stirred at 90° C. After 3 h, the reaction was concentrated. The crude material ... The reactants are FC(CC(C#N)C#N)(C(F)(F)F)F (2-(2,2,3,3,3-pentafluoropropyl)malononitrile), ICCC(C(C(F)(F)F)(F)F)(F)F (5-iodo-1,1,1,2,2,3,3-heptafluoropentane), Cl (hydrochloric acid), C([O-])([O-])=O.[K+].[K+] (potassium carbonate). The solvent is CC(=O)C (acetone). Run at time 10 hour. The product is FC(CCC(C#N)(C#N)CC(C(F)(F)F)(F)F)(C(C(F)(F)F)(F)F)F (2-(3,3,4,4,5,5,5-heptafluoropentyl)-2-(2,2,3,3,3-pentafluoropropyl)malononitrile). Yield: 0.8%. Reaction SMILES: [F:1][C:2]([F:13])([C:9]([F:12])([F:11])[F:10])[CH2:3][CH:4]([C:7]#[N:8])[C:5]#[N:6].I[CH2:15][CH2:16][C:17]([F:26])([F:25])[C:18]([F:24])([F:23])[C:19]([F:22])([F:21])[F:20].C(=O)([O-])[O-].[K+].[K+].Cl>CC(C)=O>[F:25][C:17]([F:26])([C:18]([F:23])([F:24])[C:19]([F:20])([F:21])[F:22])[CH2:16][CH2:15][C:4]([CH2:3][C:2]([F:13])([F:1])[C:9]([F:10])([F:11])[F:12])([C:7]#[N:8])[C:5]#[N:6] |f:2.3.4|. Reported procedure: In 50 ml of acetone, 3.2 g of 2-(2,2,3,3,3-pentafluoropropyl)malononitrile and 7.2 g of 5-iodo-1,1,1,2,2,3,3-heptafluoropentane were dissolved, 3.2 g of potassium carbonate was added and the mixture was stirred at room temperature for 10 hours. Thereafter, dilute hydrochloric acid was added to the reaction mixture and the mixture was extracted with t-butyl methyl ether. The organic layer was washed successively with water, aqueous saturated sodium hydrogen carbonate and aqueous saturated sodium ... The reactants are CNCCO, CCOC(C)=O, [Na+], O, CC(=O)c1ccc2cc(O)ccc2c1, O=S([O-])O. The product is CC(=O)c1ccc2cc(N(C)CCO)ccc2c1. RXN SMILES: [CH3:20][NH:21][CH2:22][CH2:23][OH:24].[CH3:26][CH2:27][O:28][C:29](=[O:30])[CH3:31].[Na+:5].[OH2:25].[OH:6][c:7]1[cH:8][c:9]2[cH:10][cH:11][c:12]([C:17]([CH3:18])=[O:19])[cH:13][c:14]2[cH:15][cH:16]1.[S:1](=[O:2])([OH:3])[O-:4]>>[c:7]1([N:21]([CH3:20])[CH2:22][CH2:23][OH:24])[cH:8][c:9]2[cH:10][cH:11][c:12]([C:17]([CH3:18])=[O:19])[cH:13][c:14]2[cH:15][cH:16]1.